From a dataset of the Open Reaction Database (ORD), a public repository of structured organic reaction records. describe an organic reaction: reactants, conditions, products, and yield The reactants are CCO, [Na+], [OH-], O, Oc1ccc(Cl)c(Cl)c1OCC1CO1. The product is OCC1COc2c(ccc(Cl)c2Cl)O1. RXN SMILES: [CH3:18][CH2:19][OH:20].[Na+:16].[OH-:15].[OH2:17].[OH:1][c:2]1[c:3]([O:10][CH2:11][CH:12]2[CH2:13][O:14]2)[c:4]([Cl:9])[c:5]([Cl:8])[cH:6][cH:7]1>>[O:1]1[c:2]2[c:3]([c:4]([Cl:9])[c:5]([Cl:8])[cH:6][cH:7]2)[O:10][CH2:11][CH:12]1[CH2:13][OH:14]. The reactants are C(C)(C)(C)OC(NC(C(=O)C1=CC=C(C=C1)O)C1=CC(=C(C=C1)Cl)Cl)=O (rac-[1-(3,4-dichloro-phenyl)-2-(4-hydroxy-phenyl)-2-oxo-ethyl]-carbamic acid tert-butyl ester), FC(CCO)(F)F (3,3,3-trifluoropropanol). Yields the product C(C)(C)(C)OC(NC(C(C1=CC=C(C=C1)OCCC(F)(F)F)=O)C1=CC(=C(C=C1)Cl)Cl)=O (rac-[1-(3,4-Dichloro-phenyl)-2-oxo-2-[4-(3,3,3-trifluoro-propoxy)-phenyl]-ethyl]-carbamic acid tert-butyl ester). Reaction SMILES: [C:1]([O:5][C:6](=[O:26])[NH:7][CH:8]([C:18]1[CH:23]=[CH:22][C:21]([Cl:24])=[C:20]([Cl:25])[CH:19]=1)[C:9]([C:11]1[CH:16]=[CH:15][C:14]([OH:17])=[CH:13][CH:12]=1)=[O:10])([CH3:4])([CH3:3])[CH3:2].[F:27][C:28]([F:33])([F:32])[CH2:29][CH2:30]O>>[C:1]([O:5][C:6](=[O:26])[NH:7][CH:8]([C:18]1[CH:23]=[CH:22][C:21]([Cl:24])=[C:20]([Cl:25])[CH:19]=1)[C:9](=[O:10])[C:11]1[CH:12]=[CH:13][C:14]([O:17][CH2:30][CH2:29][C:28]([F:33])([F:32])[F:27])=[CH:15][CH:16]=1)([CH3:4])([CH3:2])[CH3:3]. Procedure details: The title compound was prepared from rac-[1-(3,4-dichloro-phenyl)-2-(4-hydroxy-phenyl)-2-oxo-ethyl]-carbamic acid tert-butyl ester and 3,3,3-trifluoropropanol in analogy to Example 9c): MS (ISP): 492.2 and 494.2 (M+H)+, 392.0 and 394.0 ((M-Boc)+H)+ (100%). Product: C1OC2=C(C=O)C=CC=C2OC1 (2,3-ethylenedioxybenzaldehyde). Run in C(C)(=O)OCC (ethyl acetate). The reactants are OC1=C(C=O)C=CC=C1O (2,3-dihydroxybenzaldehyde), CN(C=O)C (dimethylformamide), C([O-])([O-])=O.[Cs+].[Cs+] (cesium carbonate). Reported procedure: Into a 100 ml round bottom flask fitted with a nitrogen gas inlet, condenser, and a magnetic stirring bar were placed 2,3-dihydroxybenzaldehyde (4.00 g, 29.0 mmol), 70 ml anhydrous dimethylformamide, and cesium carbonate (14.15 g, 43.5 mmol). The mixture was heated to 110° and stirred for 2.5 hours. The reaction was allowed to cool to room temperature and ethyl acetate was added. This solution was washed four times with brine, dried over sodium sulfate, filtered, and concentrated. The residue wa... Isolated yield 86.0%. Conditions: time 2.5 hour. RXN SMILES: [OH:1][C:2]1[C:9](O)=[CH:8][CH:7]=[CH:6][C:3]=1[CH:4]=[O:5].CN(C)[CH:13]=[O:14].[C:16](=O)([O-])[O-].[Cs+].[Cs+]>C(OCC)(=O)C>[CH2:16]1[CH2:13][O:14][C:9]2[C:2](=[C:3]([CH:6]=[CH:7][CH:8]=2)[CH:4]=[O:5])[O:1]1 |f:2.3.4|. The reactants are CC(C)(C)OC(=O)N1CCC(CO)CC1, ClCCl, COc1cc2c(Oc3ccc4[nH]c(C)cc4c3F)ncnc2cc1O, CC(C)OC(=O)N=NC(=O)OC(C)C, c1ccc(P(c2ccccc2)c2ccccc2)cc1. Product: COc1cc2c(Oc3ccc4[nH]c(C)cc4c3F)ncnc2cc1OCC1CCN(C(=O)OC(C)(C)C)CC1. As a reaction SMILES: [C:59]([CH3:60])([CH3:61])([CH3:62])[O:63][C:64](=[O:65])[N:66]1[CH2:67][CH2:68][CH:69]([CH2:72][OH:73])[CH2:70][CH2:71]1.[CH2:74]([Cl:75])[Cl:76].[F:15][c:16]1[c:17]2[cH:18][c:19]([CH3:39])[nH:20][c:21]2[cH:22][cH:23][c:24]1[O:25][c:26]1[n:27][cH:28][n:29][c:30]2[cH:31][c:32]([OH:38])[c:33]([O:36][CH3:37])[cH:34][c:35]12.[O:1]=[C:2]([O:3][CH:4]([CH3:5])[CH3:6])[N:7]=[N:8][C:9]([O:10][CH:11]([CH3:12])[CH3:13])=[O:14].[c:40]1([P:41]([c:42]2[cH:43][cH:44][cH:45][cH:46][cH:47]2)[c:48]2[cH:49][cH:50][cH:51][cH:52][cH:53]2)[cH:54][cH:55][cH:56][cH:57][cH:58]1>>[F:15][c:16]1[c:17]2[cH:18][c:19]([CH3:39])[nH:20][c:21]2[cH:22][cH:23][c:24]1[O:25][c:26]1[n:27][cH:28][n:29][c:30]2[cH:31][c:32]([O:38][CH2:72][CH:69]3[CH2:68][CH2:67][N:66]([C:64]([O:63][C:59]([CH3:60])([CH3:61])[CH3:62])=[O:65])[CH2:71][CH2:70]3)[c:33]([O:36][CH3:37])[cH:34][c:35]12. The reactants are Cc1ccccc1, COCCn1nc2ccccc2c1C(=O)O, Clc1cccs1. Yields the product COCCn1nc2ccccc2c1C(=O)Cl. Reaction SMILES: [CH3:23][c:24]1[cH:25][cH:26][cH:27][cH:28][cH:29]1.[CH3:7][O:8][CH2:9][CH2:10][n:11]1[n:12][c:13]2[cH:14][cH:15][cH:16][cH:17][c:18]2[c:19]1[C:20](=[O:21])[OH:22].[s:1]1[cH:2][cH:3][cH:4][c:5]1[Cl:6]>>[Cl:6][C:20]([c:19]1[n:11]([CH2:10][CH2:9][O:8][CH3:7])[n:12][c:13]2[cH:14][cH:15][cH:16][cH:17][c:18]21)=[O:22]. The reactants are CC1CN(C(=O)OC(C)(C)C)CCC1C(=O)O, CNOC, ClCCl, Cl, O=C(n1ccnc1)n1ccnc1. Yields the product CON(C)C(=O)C1CCN(C(=O)OC(C)(C)C)CC1C. RXN SMILES: [C:1]([CH3:2])([CH3:3])([CH3:4])[O:5][C:6](=[O:7])[N:8]1[CH2:9][CH:10]([CH3:17])[CH:11]([C:14](=[O:15])[OH:16])[CH2:12][CH2:13]1.[CH3:31][O:32][NH:33][CH3:34].[Cl:35][CH2:36][Cl:37].[ClH:30].[n:18]1([C:19]([n:20]2[cH:21][cH:22][n:23][cH:24]2)=[O:25])[cH:26][cH:27][n:28][cH:29]1>>[C:1]([CH3:2])([CH3:3])([CH3:4])[O:5][C:6](=[O:7])[N:8]1[CH2:9][CH:10]([CH3:17])[CH:11]([C:14](=[O:16])[N:33]([O:32][CH3:31])[CH3:34])[CH2:12][CH2:13]1. Reactants: Cl.NC1=C(C=CC=C1)C1=CC=CC=C1 (2-aminobiphenyl hydrochloride), CN(C#N)C (N,N-dimethylcyanamide), C(\C=C\C(=O)O)(=O)O (fumaric acid). Solvent: CO (methanol), C1=C(C=CC=C1O)C (m-cresol). Product: C(\C=C\C(=O)O)(=O)O.C1(=C(C=CC=C1)NC(=N)N(C)C)C1=CC=CC=C1 (N-(2-biphenylyl)-N',N'-dimethylguanidine fumarate). Reaction SMILES: Cl.[NH2:2][C:3]1[CH:8]=[CH:7][CH:6]=[CH:5][C:4]=1[C:9]1[CH:14]=[CH:13][CH:12]=[CH:11][CH:10]=1.[CH3:15][N:16]([CH3:19])[C:17]#[N:18].[C:20]([OH:27])(=[O:26])/[CH:21]=[CH:22]/[C:23]([OH:25])=[O:24]>C1C(O)=CC=CC=1C.CO>[C:20]([OH:27])(=[O:26])/[CH:21]=[CH:22]/[C:23]([OH:25])=[O:24].[C:4]1([C:9]2[CH:10]=[CH:11][CH:12]=[CH:13][CH:14]=2)[CH:5]=[CH:6][CH:7]=[CH:8][C:3]=1[NH:2][C:17]([N:16]([CH3:19])[CH3:15])=[NH:18] |f:0.1,6.7|. Reported procedure: A mixture of 2-aminobiphenyl hydrochloride (9.2 g) and N,N-dimethylcyanamide (4.8 g) in m-cresol (30 ml) was heated at 90°-95° C. for 10 hours to yield an oil which was dissolved in methanol (60 ml) and treated with fumaric acid (4.5 g) to give N-(2-biphenylyl)-N',N'-dimethylguanidine fumarate (m.p. 175°-176° C.) which was recrystallised from a 2:3 mixture of methanol and ether. The reactants are C(=O)C1CC2CCC(C1)N2C(=O)OCC (ethyl 3-formyl-8-azabicyclo[3.2.1]octane-8-carboxylate), NaH2PO4, [O-][Mn](=O)(=O)=O.[K+] (KMnO4). Solvent: CC(C)(C)O (t-BuOH). Run at time 10 minute. Yields the product C(C)OC(=O)N1C2CC(CC1CC2)C(=O)O (8-(ethoxycarbonyl)-8-azabicyclo[3.2.1]octane-3-carboxylic acid). RXN SMILES: [CH:1]([CH:3]1[CH2:9][CH:8]2[N:10]([C:11]([O:13][CH2:14][CH3:15])=[O:12])[CH:5]([CH2:6][CH2:7]2)[CH2:4]1)=[O:2].[O-:16][Mn](=O)(=O)=O.[K+]>CC(O)(C)C>[CH2:14]([O:13][C:11]([N:10]1[CH:8]2[CH2:7][CH2:6][CH:5]1[CH2:4][CH:3]([C:1]([OH:16])=[O:2])[CH2:9]2)=[O:12])[CH3:15] |f:1.2|. Reported procedure: A solution of ethyl 3-formyl-8-azabicyclo[3.2.1]octane-8-carboxylate (1-3) (1.84 g, 8.71 mmol) in t-BuOH (50.0 mL) was diluted with an aqueous 5% NaH2PO4 solution (35.3 mL, 14.8 mmol, 0.42 N in water). With vigorous stirring, an aqueous 1.0 M KMnO4 solution (52.3 mL, 52.3 mmol) was added at room temperature. The mixture was stirred for 10 minutes and quenched with a saturated aqueous solution of Na2SO3. The resulting pH of the mixture was adjusted to 3 with cold (0° C.) dilute HCl to dissolve th... As a reaction SMILES: I[C:2]1[CH:3]=[N:4][NH:5][CH:6]=1.C([Li])(C)(C)C.[CH2:12]([Sn:16](Cl)([CH2:21][CH2:22][CH2:23][CH3:24])[CH2:17][CH2:18][CH2:19][CH3:20])[CH2:13][CH2:14][CH3:15]>C1COCC1>[CH2:21]([Sn:16]([CH2:12][CH2:13][CH2:14][CH3:15])([CH2:17][CH2:18][CH2:19][CH3:20])[C:2]1[CH:3]=[N:4][NH:5][CH:6]=1)[CH2:22][CH2:23][CH3:24]. Yields the product C(CCC)[Sn](C=1C=NNC1)(CCCC)CCCC (4-(tributylstannyl)pyrazole). Solvent: C1CCOC1 (THF). Procedure: To a solution of 4-iodopyrazole (0.964 g) in THF (20 mL) under nitrogen and cooled to -60° C. is added t-butyllithium (1.7M in pentane, 9 mL) at such a rate that the temperature remained below -55° C. Tributyltin chloride (1.2 mL) was then added and the mixture was allowed to warm to room temperature. The reaction was quenched with water, diluted with ethyl acetate, washed with water, dried (anhyd Na2SO4), filtered, and evaporated. Chromatography of the residue over silica gel (ethyl acetate/hex... Starting materials: C(C)(C)(C)[Li] (t-butyllithium), IC=1C=NNC1 (4-iodopyrazole), C(CCC)[Sn](CCCC)(CCCC)Cl (Tributyltin chloride). Starting materials: COC=1C=C(C=CC1)[C@@]12CCN(C[C@@H]2CCC(C1)(O)C1=CC=CC=C1)C ((±)-trans-1,2,3,4,4a,5,6,7,8,8a-decahydro-4a-(3-methoxyphenyl)-2-methyl-6-phenyl-6-isoquinolinol). The solvent is Cl (HCl). The product is [NH4+].[OH-] (NH4OH), COC=1C=C(C=CC1)[C@@]12CCN(C[C@@H]2CC=C(C1)C1=CC=CC=C1)C ((±)-trans-4a-(3-Methoxyphenyl)-2-methyl-6-phenyl-1,2,3,4,4a,5,8,8a-octahydroisoquinoline). Yield: 100.0%. RXN SMILES: [CH3:1][O:2][C:3]1[CH:4]=[C:5]([C@@:9]23[CH2:18][C:17]([C:20]4[CH:25]=[CH:24][CH:23]=[CH:22][CH:21]=4)(O)[CH2:16][CH2:15][C@H:14]2[CH2:13][N:12]([CH3:26])[CH2:11][CH2:10]3)[CH:6]=[CH:7][CH:8]=1>Cl>[NH4+:12].[OH-:2].[CH3:1][O:2][C:3]1[CH:4]=[C:5]([C@@:9]23[CH2:18][C:17]([C:20]4[CH:25]=[CH:24][CH:23]=[CH:22][CH:21]=4)=[CH:16][CH2:15][C@H:14]2[CH2:13][N:12]([CH3:26])[CH2:11][CH2:10]3)[CH:6]=[CH:7][CH:8]=1 |f:2.3|. Reported procedure: A solution of 0.65 g (1.8 mmol) of (±)-trans-1,2,3,4,4a,5,6,7,8,8a-decahydro-4a-(3-methoxyphenyl)-2-methyl-6-phenyl-6-isoquinolinol in 60 ml of 37% HCl was stirred at room temperature for 90 min. The solution was then concentrated in vacuo up to a volume of ca. 10 ml and the pH was adjusted to 14 with 40% NaOH solution. The aqueous phase was extracted with AcOEt, the organic phase was dried over Na2SO4 and the solvent removed in vacuo. The residue was purified by flash chromatography, eluting wi...